From a dataset of the Open Reaction Database (ORD), a public repository of structured organic reaction records. describe an organic reaction: reactants, conditions, products, and yield The reactants are C(C(C)C)C1=CC(=C(S1)S(=O)(=O)NC(C)(C)C)B(O)O (5-iso-Butyl-2-(N-tert-butylaminosulfonyl)thiophene-3-boronic acid), BrC1=CC=C(CO)C=C1 (4-bromobenzyl alcohol), C1(=CC=CC=C1)C (toluene), [OH-].[Na+] (NaOH). Reagents/catalysts: C=1C=CC(=CC1)[P](C=2C=CC=CC2)(C=3C=CC=CC3)[Pd]([P](C=4C=CC=CC4)(C=5C=CC=CC5)C=6C=CC=CC6)([P](C=7C=CC=CC7)(C=8C=CC=CC8)C=9C=CC=CC9)[P](C=1C=CC=CC1)(C=1C=CC=CC1)C=1C=CC=CC1 (Pd(PPh3)4). The solvent is CCOC(=O)C (EtOAc), C(C)O (ethanol). The product is OCC1=CC=C(C=C1)C1=C(SC(=C1)CC(C)C)S(=O)(=O)NC(C)(C)C (3-(4-Hydroxymethylphenyl)-5-iso-butyl-N-tert-butylthiophene-2-sulfonamide). Yield: 75.7%. Reaction SMILES: [CH2:1]([C:5]1[S:9][C:8]([S:10]([NH:13][C:14]([CH3:17])([CH3:16])[CH3:15])(=[O:12])=[O:11])=[C:7](B(O)O)[CH:6]=1)[CH:2]([CH3:4])[CH3:3].Br[C:22]1[CH:29]=[CH:28][C:25]([CH2:26][OH:27])=[CH:24][CH:23]=1.C1(C)C=CC=CC=1.[OH-].[Na+]>CCOC(C)=O.C1C=CC([P]([Pd]([P](C2C=CC=CC=2)(C2C=CC=CC=2)C2C=CC=CC=2)([P](C2C=CC=CC=2)(C2C=CC=CC=2)C2C=CC=CC=2)[P](C2C=CC=CC=2)(C2C=CC=CC=2)C2C=CC=CC=2)(C2C=CC=CC=2)C2C=CC=CC=2)=CC=1.C(O)C>[OH:27][CH2:26][C:25]1[CH:28]=[CH:29][C:22]([C:7]2[CH:6]=[C:5]([CH2:1][CH:2]([CH3:4])[CH3:3])[S:9][C:8]=2[S:10]([NH:13][C:14]([CH3:17])([CH3:16])[CH3:15])(=[O:12])=[O:11])=[CH:23][CH:24]=1 |f:3.4,^1:48,50,69,88|. Procedure: 5-iso-Butyl-2-(N-tert-butylaminosulfonyl)thiophene-3-boronic acid (319.3 mg, 1.00 mmol, see Example 1(c) above), 4-bromobenzyl alcohol (374.1 mg, 2.00 mmol), toluene (20 mL), ethanol (4 mL), NaOH (1.0M, 4 mL, 4 mmol) and Pd(PPh3)4 (34 mg, 0.030 mmol) were mixed together under N2. The mixture was warmed to reflux for 2 hours and was then diluted with EtOAc (50 mL), washed with water and brine and dried over MgSO4. The solvent was removed and the residue was separated by column chromatography usin...